From a dataset of the Open Reaction Database (ORD), a public repository of structured organic reaction records. describe an organic reaction: reactants, conditions, products, and yield The reactants are CC(=C)C(=O)Cl (methacryl chloride), C(=O)([O-])[O-].[K+].[K+] (K2CO3), NCC(CO)O (3-amino-1,2-propanediol). The solvent is CN(C=O)C (dimethylformamide), CN(C=O)C (dimethylformamide), CO (methanol). Conditions: temperature 0 celsius. Yields the product OC(CNC(C(=C)C)=O)CO (N-(2,3-dihydroxypropyl)-methacrylamide). RXN SMILES: [NH2:1][CH2:2][CH:3]([OH:6])[CH2:4][OH:5].C([O-])([O-])=O.[K+].[K+].[CH3:13][C:14]([C:16](Cl)=[O:17])=[CH2:15]>CN(C)C=O.CO>[OH:6][CH:3]([CH2:4][OH:5])[CH2:2][NH:1][C:16](=[O:17])[C:14]([CH3:15])=[CH2:13] |f:1.2.3|. Procedure: 4.56 g of 3-amino-1,2-propanediol (0.05 mol) were dissolved in 30 ml of dimethylformamide (anhydrous). This solution, and also 13.8 g of K2CO3, were transferred to a 100 ml three-necked flask fitted with dropping funnel and gas inlet and gas outlet pipe. The mixture was cooled to 0° C. in an ice bath. 6.18 ml of methacryl chloride (0.06 mol), dissolved in 30 ml of dimethylformamide, were added dropwise over 30 minutes with moderate stirring and gentle passage of nitrogen. After stirring for a fu... The reactants are CC(C)(C)OC(=O)CN1C(=O)C(NC(=O)OC(C)(C)C)CC(=O)c2ccccc21, CCO, O=[Pt]. Yields the product CC(C)(C)OC(=O)CN1C(=O)C(NC(=O)OC(C)(C)C)CC(O)c2ccccc21. RXN SMILES: [C:1]([CH3:2])([CH3:3])([CH3:4])[O:5][C:6](=[O:7])[NH:8][CH:9]1[C:10](=[O:29])[N:11]([CH2:21][C:22](=[O:23])[O:24][C:25]([CH3:26])([CH3:27])[CH3:28])[c:12]2[c:13]([cH:17][cH:18][cH:19][cH:20]2)[C:14](=[O:16])[CH2:15]1.[CH3:30][CH2:31][OH:32].[Pt:33]=[O:34]>>[C:1]([CH3:2])([CH3:3])([CH3:4])[O:5][C:6](=[O:7])[NH:8][CH:9]1[C:10](=[O:29])[N:11]([CH2:21][C:22](=[O:23])[O:24][C:25]([CH3:26])([CH3:27])[CH3:28])[c:12]2[c:13]([cH:17][cH:18][cH:19][cH:20]2)[CH:14]([OH:16])[CH2:15]1. Starting materials: Cl.OCC1=NC=CC=C1CO (2,3-bis(hydroxymethyl)pyridine hydrochloride), S(=O)(Cl)Cl (thionyl chloride). Yields the product ClCC1=NC=CC=C1CCl (2,3-bis(chloromethyl)pyridine). As a reaction SMILES: [ClH:1].O[CH2:3][C:4]1[C:9]([CH2:10]O)=[CH:8][CH:7]=[CH:6][N:5]=1.S(Cl)([Cl:14])=O>>[Cl:1][CH2:3][C:4]1[C:9]([CH2:10][Cl:14])=[CH:8][CH:7]=[CH:6][N:5]=1 |f:0.1|. Procedure: 2,3-bis(hydroxymethyl)pyridine hydrochloride (JP 49 020181) (2.7 g, 15.4 mmol) was added portionwise to stirred thionyl chloride (20 mL) at 0° C. under nitrogen. The cooling bath was removed, and the reaction allowed to come to room temperature, then heated at reflux for one hour. The dark mixture was allowed to cool to room temperature, then the thionyl chloride was removed in vacuo. The residue was azeotroped with toluene (x2), the brown solid residue treated with ice, basified with Na2CO3 (sa... Starting materials: CN(C)C=O, Cc1cc(C)c(C2CC2)cc1CC(=O)O, O=C(Cl)C(=O)Cl, ClCCl. The product is Cc1cc(C)c(C2CC2)cc1CC(=O)Cl. Reaction SMILES: [CH3:22][N:23]([CH3:24])[CH:25]=[O:26].[CH:1]1([c:4]2[c:5]([CH3:15])[cH:6][c:7]([CH3:14])[c:8]([CH2:10][C:11](=[O:12])[OH:13])[cH:9]2)[CH2:2][CH2:3]1.[Cl:16][C:17]([C:18]([Cl:19])=[O:20])=[O:21].[Cl:27][CH2:28][Cl:29]>>[CH:1]1([c:4]2[c:5]([CH3:15])[cH:6][c:7]([CH3:14])[c:8]([CH2:10][C:11](=[O:12])[Cl:16])[cH:9]2)[CH2:2][CH2:3]1. The reactants are O=C([O-])[O-], CC#N, CCOC(C)=O, Cc1nc(Cl)c([N+](=O)[O-])c(Cl)c1C, [K+], [K+], NCc1ccccc1. Yields the product Cc1nc(Cl)c([N+](=O)[O-])c(NCc2ccccc2)c1C. RXN SMILES: [C:22](=[O:23])([O-:24])[O-:25].[CH3:28][C:29]#[N:30].[CH3:31][CH2:32][O:33][C:34]([CH3:35])=[O:36].[Cl:1][c:2]1[n:3][c:4]([CH3:13])[c:5]([CH3:12])[c:6]([Cl:11])[c:7]1[N+:8](=[O:9])[O-:10].[K+:26].[K+:27].[NH2:14][CH2:15][c:16]1[cH:17][cH:18][cH:19][cH:20][cH:21]1>>[Cl:1][c:2]1[n:3][c:4]([CH3:13])[c:5]([CH3:12])[c:6]([NH:14][CH2:15][c:16]2[cH:17][cH:18][cH:19][cH:20][cH:21]2)[c:7]1[N+:8](=[O:9])[O-:10]. Starting materials: C1CCOC1, COC(=O)CCC(C(N)=O)N1Cc2c(O)cccc2C1=O, OCc1ccc(CN2CCOCC2)c(F)c1, CC(C)OC(=O)N=NC(=O)OC(C)C. Yields the product COC(=O)CCC(C(N)=O)N1Cc2c(OCc3ccc(CN4CCOCC4)c(F)c3)cccc2C1=O. Reaction SMILES: [CH2:52]1[O:53][CH2:54][CH2:55][CH2:56]1.[CH3:31][O:32][C:33]([CH2:34][CH2:35][CH:36]([N:37]1[C:38](=[O:47])[c:39]2[cH:40][cH:41][cH:42][c:43]([OH:46])[c:44]2[CH2:45]1)[C:48]([NH2:49])=[O:50])=[O:51].[F:1][c:2]1[cH:3][c:4]([CH2:15][OH:16])[cH:5][cH:6][c:7]1[CH2:8][N:9]1[CH2:10][CH2:11][O:12][CH2:13][CH2:14]1.[N:17]([C:18]([O:19][CH:20]([CH3:21])[CH3:22])=[O:23])=[N:24][C:25]([O:26][CH:27]([CH3:28])[CH3:29])=[O:30]>>[F:1][c:2]1[cH:3][c:4]([CH2:15][O:16][c:43]2[cH:42][cH:41][cH:40][c:39]3[c:44]2[CH2:45][N:37]([CH:36]([CH2:35][CH2:34][C:33]([O:32][CH3:31])=[O:51])[C:48]([NH2:49])=[O:50])[C:38]3=[O:47])[cH:5][cH:6][c:7]1[CH2:8][N:9]1[CH2:10][CH2:11][O:12][CH2:13][CH2:14]1. Starting materials: C(#N)C1=CC=C(OCCCCCOC=2C=CC(=C(OC(C(=O)OCC)(C)C)C2)C(=O)N(C(C)C)C(C)C)C=C1 (ethyl 2-[5-[5-(4-cyanophenoxy)pentyloxy]-2-[N,N-bis(1-methylethyl)aminocarbonyl]phenoxy]-2-methylpropanoate), Cl.NO (hydroxylamine hydrochloride), [O-]CC.[Na+] (sodium ethoxide). Solvent: C(C)O (ethanol), C(C)O (ethanol). Reaction conditions: temperature 50 celsius, time 8 hour. Product: NC(C1=CC=C(OCCCCCOC=2C=CC(=C(OC(C(=O)OCC)(C)C)C2)C(N(C(C)C)C(C)C)=O)C=C1)=NO (ethyl 2-[5-[5-[4-[amino(hydroxyimino)methyl]-phenoxy]pentyloxy]-2-[N,N-bis(1-methylethyl)carbamoyl]phenoxy]-2-methylpropanoate). RXN SMILES: [C:1]([C:3]1[CH:39]=[CH:38][C:6]([O:7][CH2:8][CH2:9][CH2:10][CH2:11][CH2:12][O:13][C:14]2[CH:15]=[CH:16][C:17]([C:29]([N:31]([CH:35]([CH3:37])[CH3:36])[CH:32]([CH3:34])[CH3:33])=[O:30])=[C:18]([CH:28]=2)[O:19][C:20]([CH3:27])([CH3:26])[C:21]([O:23][CH2:24][CH3:25])=[O:22])=[CH:5][CH:4]=1)#[N:2].Cl.[NH2:41][OH:42].[O-]CC.[Na+]>C(O)C>[NH2:2][C:1](=[N:41][OH:42])[C:3]1[CH:4]=[CH:5][C:6]([O:7][CH2:8][CH2:9][CH2:10][CH2:11][CH2:12][O:13][C:14]2[CH:15]=[CH:16][C:17]([C:29](=[O:30])[N:31]([CH:35]([CH3:37])[CH3:36])[CH:32]([CH3:33])[CH3:34])=[C:18]([CH:28]=2)[O:19][C:20]([CH3:26])([CH3:27])[C:21]([O:23][CH2:24][CH3:25])=[O:22])=[CH:38][CH:39]=1 |f:1.2,3.4|. Procedure details: A stirred solution of ethyl 2-[5-[5-(4-cyanophenoxy)pentyloxy]-2-[N,N-bis(1-methylethyl)aminocarbonyl]phenoxy]-2-methylpropanoate (1.2 g, 2.3 mmol) in 30 mL of anhydrous ethanol is treated with hydroxylamine hydrochloride (480 mg, 6.8 mmol) and 21% sodium ethoxide solution in ethanol (2.6 mL, 6.8 mmol) and stirred at 50° C. overnight. The reaction is concentrated in vacuo and purified by chromatography on silica gel (20 g) with 80% ethyl acetate/hexane as the eluent to afford ethyl 2-[5-[5-[4-[a... Reaction SMILES: COC(=O)C1C=CC=[C:6]([NH2:10])C=1.[S:12]1C=CC=C1C=O.C(O[BH-](OC(=O)C)OC(=O)C)(=O)C.[Na+].[CH3:33][O:34][C:35](=[O:49])[C:36]1[CH:41]=[CH:40][CH:39]=[C:38]([NH:42][CH2:43][C:44]2[S:45][CH:46]=[CH:47][CH:48]=2)[CH:37]=1>>[CH3:33][O:34][C:35](=[O:49])[C:36]1[CH:41]=[CH:40][CH:39]=[C:38]([N:42]([CH2:43][C:44]2[S:45][CH:46]=[CH:47][CH:48]=2)[C:6]([NH2:10])=[S:12])[CH:37]=1 |f:2.3|. Procedure: 3-Amino-benzoic acid methyl ester (455 mg, 3.0 mmol), thiophene carboxaldehyde (290 μL, 3.15 mmol) and sodium triacetoxyborohydride (765 mg, 3.6 mmol) were combined according to general procedure D. 189 mg of the crude 3-[(thiophen-2-ylmethyl)-amino]-benzoic acid methyl ester (0.75 mmol) was treated with 1 eq. Fmoc-NCS to afford 206 mg 3-(1-thiophen-2-ylmethyl-thioureido)-benzoic acid methyl ester after purification. Starting materials: C(C)(=O)O[BH-](OC(C)=O)OC(C)=O.[Na+] (sodium triacetoxyborohydride), COC(C1=CC(=CC=C1)NCC=1SC=CC1)=O (3-[(thiophen-2-ylmethyl)-amino]-benzoic acid methyl ester), COC(C1=CC(=CC=C1)N)=O (3-Amino-benzoic acid methyl ester), S1C(=CC=C1)C=O (thiophene carboxaldehyde). The yield is 89.6%. The product is Fmoc-NCS, COC(C1=CC(=CC=C1)N(C(=S)N)CC=1SC=CC1)=O (3-(1-thiophen-2-ylmethyl-thioureido)-benzoic acid methyl ester). The reactants are N#Cc1cc(C(Br)Br)c2oc(-c3ccc(NC(=O)CBr)cc3)nc2c1, FC(F)(F)c1cccc(N2CCNCC2)c1. The product is N#Cc1cc(C(Br)Br)c2oc(-c3ccc(NC(=O)CN4CCN(c5cccc(C(F)(F)F)c5)CC4)cc3)nc2c1. As a reaction SMILES: [Br:1][CH2:2][C:3](=[O:4])[NH:5][c:6]1[cH:7][cH:8][c:9](-[c:12]2[o:13][c:14]3[c:15]([n:16]2)[cH:17][c:18]([C:24]#[N:25])[cH:19][c:20]3[CH:21]([Br:22])[Br:23])[cH:10][cH:11]1.[F:26][C:27]([c:28]1[cH:29][c:30]([N:34]2[CH2:35][CH2:36][NH:37][CH2:38][CH2:39]2)[cH:31][cH:32][cH:33]1)([F:40])[F:41]>>[CH2:2]([C:3](=[O:4])[NH:5][c:6]1[cH:7][cH:8][c:9](-[c:12]2[o:13][c:14]3[c:15]([n:16]2)[cH:17][c:18]([C:24]#[N:25])[cH:19][c:20]3[CH:21]([Br:22])[Br:23])[cH:10][cH:11]1)[N:37]1[CH2:36][CH2:35][N:34]([c:30]2[cH:29][c:28]([C:27]([F:26])([F:40])[F:41])[cH:33][cH:32][cH:31]2)[CH2:39][CH2:38]1. Reactants: [OH-].[Na+] (sodium hydroxide), Cl (hydrochloric acid), BrC=1C=CC2=C(C=C(CCN2CCC(C)C)C(=O)OC)C1 (methyl 7-bromo-1-isopentyl-2,3-dihydro-1-benzazepine-4-carboxylate). The solvent is C1CCOC1 (THF), CO (methanol). Run at time 24 hour. Yields the product BrC=1C=CC2=C(C=C(CCN2CCC(C)C)C(=O)O)C1 (7-bromo-1-isopentyl-2,3-dihydro-1-benzazepine-4-carboxylic acid). Isolated yield 87.4%. Reaction SMILES: [Br:1][C:2]1[CH:3]=[CH:4][C:5]2[N:11]([CH2:12][CH2:13][CH:14]([CH3:16])[CH3:15])[CH2:10][CH2:9][C:8]([C:17]([O:19]C)=[O:18])=[CH:7][C:6]=2[CH:21]=1.[OH-].[Na+].Cl>C1COCC1.CO>[Br:1][C:2]1[CH:3]=[CH:4][C:5]2[N:11]([CH2:12][CH2:13][CH:14]([CH3:16])[CH3:15])[CH2:10][CH2:9][C:8]([C:17]([OH:19])=[O:18])=[CH:7][C:6]=2[CH:21]=1 |f:1.2|. Reported procedure: In THF (36 ml)/methanol (36 ml) was dissolved methyl 7-bromo-1-isopentyl-2,3-dihydro-1-benzazepine-4-carboxylate (1.8 g). To the solution was added 1N sodium hydroxide solution (18 ml), and the mixture was stirred at room temperature for 24 hours. pH was adjusted to approximate 5 with 1N hydrochloric acid, and the solvent was concentrated to half under reduced pressure. The concentrated material was extracted with ethyl acetate, washed with saturated brine and dried with magnesium sulfate. The s...